From a dataset of the Open Reaction Database (ORD), a public repository of structured organic reaction records. describe an organic reaction: reactants, conditions, products, and yield Starting materials: CCOC(=O)Nc1nc2ccc(F)cc2nc1OC, c1ccc(N2CCNCC2)nc1. Product: COc1nc2cc(F)ccc2nc1NC(=O)N1CCN(c2ccccn2)CC1. Reaction SMILES: [F:1][c:2]1[cH:3][c:4]2[n:5][c:6]([O:18][CH3:19])[c:7]([NH:12][C:13]([O:14][CH2:15][CH3:16])=[O:17])[n:8][c:9]2[cH:10][cH:11]1.[n:20]1[c:21]([N:26]2[CH2:27][CH2:28][NH:29][CH2:30][CH2:31]2)[cH:22][cH:23][cH:24][cH:25]1>>[F:1][c:2]1[cH:3][c:4]2[n:5][c:6]([O:18][CH3:19])[c:7]([NH:12][C:13](=[O:17])[N:29]3[CH2:28][CH2:27][N:26]([c:21]4[n:20][cH:25][cH:24][cH:23][cH:22]4)[CH2:31][CH2:30]3)[n:8][c:9]2[cH:10][cH:11]1.